This data is from the Open Reaction Database (ORD), a public repository of structured organic reaction records. The task is: describe an organic reaction: reactants, conditions, products, and yield Starting materials: Cc1cc(N)n(CCN(C)C)n1, CC(=O)O, O=C1CCCCC1. Yields the product Cc1nn(CCN(C)C)c(N)c1C1=CCCCC1. As a reaction SMILES: [CH3:1][N:2]([CH2:3][CH2:4][n:5]1[n:6][c:7]([CH3:11])[cH:8][c:9]1[NH2:10])[CH3:12].[CH3:20][C:21](=[O:22])[OH:23].[O:13]=[C:14]1[CH2:15][CH2:16][CH2:17][CH2:18][CH2:19]1>>[CH3:1][N:2]([CH2:3][CH2:4][n:5]1[n:6][c:7]([CH3:11])[c:8]([C:14]2=[CH:15][CH2:16][CH2:17][CH2:18][CH2:19]2)[c:9]1[NH2:10])[CH3:12]. Starting materials: ClCCC(=O)Cl (3-chloropropionylchloride), NC=1C=CC=2N(N1)N=CN2 (6-Amino[1,2,4]triazolo[1,5-b]pyridazine), ice water. Run in CN(C(C)=O)C (N,N-dimethylacetamide). Conditions: time 1 hour. Yields the product ClCCC(=O)NC=1C=CC=2N(N1)N=CN2 (6-(3-Chloropropionamido)[1,2,4]triazolo[1,5-b]pyridazine). As a reaction SMILES: [NH2:1][C:2]1[CH:3]=[CH:4][C:5]2[N:6]([N:8]=[CH:9][N:10]=2)[N:7]=1.[Cl:11][CH2:12][CH2:13][C:14](Cl)=[O:15]>CN(C)C(=O)C>[Cl:11][CH2:12][CH2:13][C:14]([NH:1][C:2]1[CH:3]=[CH:4][C:5]2[N:6]([N:8]=[CH:9][N:10]=2)[N:7]=1)=[O:15]. Procedure: 6-Amino[1,2,4]triazolo[1,5-b]pyridazine (0.80 g) was dissolved in N,N-dimethylacetamide (7 ml), followed by addition of 3-chloropropionylchloride (0.68 ml) under ice-cooling. The mixture was stirred at room temperature for 1 hour and poured into ice-water, followed by extraction with a mixture of ethyl acetate and tetrahydrofuran (1:1). The extract was washed with an aqueous sodium chloride saturated solution, dried over magnesium sulfate and concentrated under reduced pressure. Ethyl ether was ... The reactants are CS(C)=O, O=Cc1ccccc1F, [Na], Cc1ccc(S(=O)O)cc1. Reaction SMILES: [CH3:21][S:22]([CH3:23])=[O:24].[F:1][c:2]1[c:3]([CH:4]=[O:5])[cH:6][cH:7][cH:8][cH:9]1.[Na:10].[c:11]1([CH3:20])[cH:12][cH:13][c:14]([S:17](=[O:18])[OH:19])[cH:15][cH:16]1>>[c:2]1([S:17]([c:14]2[cH:13][cH:12][c:11]([CH3:20])[cH:16][cH:15]2)(=[O:18])=[O:19])[c:3]([CH:4]=[O:5])[cH:6][cH:7][cH:8][cH:9]1. The product is Cc1ccc(S(=O)(=O)c2ccccc2C=O)cc1. The reactants are CCNCC, Cc1cc(C(=O)O)cc([N+](=O)[O-])n1, ClC(Cl)Cl. Product: CCN(CC)C(=O)c1cc(C)nc([N+](=O)[O-])c1. Reaction SMILES: [CH2:14]([CH3:15])[NH:16][CH2:17][CH3:18].[CH3:1][c:2]1[n:3][c:4]([N+:11](=[O:12])[O-:13])[cH:5][c:6]([C:7](=[O:8])[OH:9])[cH:10]1.[CH:19]([Cl:20])([Cl:21])[Cl:22]>>[CH3:1][c:2]1[n:3][c:4]([N+:11](=[O:12])[O-:13])[cH:5][c:6]([C:7](=[O:9])[N:16]([CH2:14][CH3:15])[CH2:17][CH3:18])[cH:10]1.